From a dataset of the Open Reaction Database (ORD), a public repository of structured organic reaction records. describe an organic reaction: reactants, conditions, products, and yield The reactants are CO\N=C(/C1=C(C=CC=C1)O)\C1=NOCCO1 ((E)-(5,6-dihydro-1,4,2-dioxazin-3-yl)(2-hydroxyphenyl)methanone O-methyl oxime), C(C=1C(O)=CC=CC1)(=O)OC (methyl salicylate), ethyl chloro acetate, C([O-])([O-])=O.[K+].[K+] (potassium carbonate). Product: C(C)OC(COC1=C(C(=O)OC)C=CC=C1)=O (methyl 2-(2-ethoxy-2-oxoethoxy)benzoate). RXN SMILES: CO/N=[C:4](/[C:12]1[O:17][CH2:16][CH2:15]ON=1)\C1C=CC=CC=1O.[C:18]([O:27][CH3:28])(=[O:26])[C:19]1[C:20](=[CH:22][CH:23]=[CH:24][CH:25]=1)[OH:21].C(=O)([O-])[O-:30].[K+].[K+]>>[CH2:16]([O:17][C:12](=[O:30])[CH2:4][O:21][C:20]1[CH:22]=[CH:23][CH:24]=[CH:25][C:19]=1[C:18]([O:27][CH3:28])=[O:26])[CH3:15] |f:2.3.4|. Procedure details: A synthesis of (E)-(5,6-dihydro-1,4,2-dioxazin-3-yl)(2-hydroxyphenyl)methanone O-methyl oxime (13) is illustrated in Scheme 2A. According to the synthesis, methyl salicylate reacts with ethyl chloro acetate in the presence of potassium carbonate to give methyl 2-(2-ethoxy-2-oxoethoxy)benzoate (6). Hydrolysis of methyl 2-(2-ethoxy-2-oxoethoxy)benzoate (6) followed by a consecutive cyclization of 2-(carboxymethoxy)benzoic acid (7) with acetic anhydride in the presence of sodium acetate gives benzo...